From a dataset of the Open Reaction Database (ORD), a public repository of structured organic reaction records. describe an organic reaction: reactants, conditions, products, and yield Reactants: CC1=C(C=CC=2C(OCC21)=O)[C@H]2OC2 (4-methyl-5-[(2R)-oxiran-2-yl]-2-benzofuran-1 (3H)-one), CC1=C(C=CC=2C(OCC21)=O)[C@H]2OC2 (4-methyl-5-[(2R)-oxiran-2-yl]-2-benzofuran-1 (3H)-one), BrC1=C(C2=C(C(OC2)=O)C=C1)C(F)(F)F (5-bromo-4-(trifluoromethyl)-2-benzofuran-1(3H)-one). Yields the product O1C(C1)C1=C(C2=C(C(OC2)=O)C=C1)C(F)(F)F (5-(Oxiran-2-yl)-4-(trifluoromethyl)-2-benzofuran-1 (3H)-one). Reaction SMILES: CC1C2COC(=O)C=2C=CC=1[C@@H:12]1[CH2:14][O:13]1.Br[C:16]1[CH:25]=[CH:24][C:19]2[C:20](=[O:23])[O:21][CH2:22][C:18]=2[C:17]=1[C:26]([F:29])([F:28])[F:27]>>[O:13]1[CH2:14][CH:12]1[C:16]1[CH:25]=[CH:24][C:19]2[C:20](=[O:23])[O:21][CH2:22][C:18]=2[C:17]=1[C:26]([F:29])([F:28])[F:27]. Procedure: 5-(Oxiran-2-yl)-4-(trifluoromethyl)-2-benzofuran-1 (3H)-one was prepared in an analogous fashion to that described for the synthesis of 4-methyl-5-oxiran-2-yl-2-benzofuran-1(3H)-one (INTERMEDIATE 2) starting from 5-bromo-4-(trifluoromethyl)-2-benzofuran-1(3H)-one. Reactants: NC=1SC=C(N1)CC(=O)OCC (ethyl 2-amino-4-thiazolylacetate), BrC1=CC(=C(C=C1)S(=O)(=O)Cl)F (4-bromo-2-fluorobenzenesulfonyl chloride). Yields the product BrC1=CC(=C(C=C1)S(=O)(=O)NC=1SC=C(N1)CC(=O)OCC)F (Ethyl (2-{[(4-bromo-2-fluorophenyl)sulfonyl]amino}-1,3-thiazol-4-yl)acetate), solid. RXN SMILES: [NH2:1][C:2]1[S:3][CH:4]=[C:5]([CH2:7][C:8]([O:10][CH2:11][CH3:12])=[O:9])[N:6]=1.[Br:13][C:14]1[CH:19]=[CH:18][C:17]([S:20](Cl)(=[O:22])=[O:21])=[C:16]([F:24])[CH:15]=1>>[Br:13][C:14]1[CH:19]=[CH:18][C:17]([S:20]([NH:1][C:2]2[S:3][CH:4]=[C:5]([CH2:7][C:8]([O:10][CH2:11][CH3:12])=[O:9])[N:6]=2)(=[O:21])=[O:22])=[C:16]([F:24])[CH:15]=1. Procedure: The title compound was prepared from ethyl 2-amino-4-thiazolylacetate and 4-bromo-2-fluorobenzenesulfonyl chloride as described in the synthetic METHOD B to give a white solid (15.1 mg) with purity >90%. MS (pos) m/z 423.3, 425.3.